Dataset: the Open Reaction Database (ORD), a public repository of structured organic reaction records. Task: describe an organic reaction: reactants, conditions, products, and yield Run at time 2 hour. Reactants: BrC=1C=C(C(=O)OC)C=CC1C#N (methyl 3-bromo-4-cyanobenzoate), [OH-].[Na+] (sodium hydroxide). Yield: 100.0%. Reaction SMILES: [Br:1][C:2]1[CH:3]=[C:4]([CH:9]=[CH:10][C:11]=1[C:12]#[N:13])[C:5]([O:7]C)=[O:6].[OH-].[Na+]>ClCCl.CO>[Br:1][C:2]1[CH:3]=[C:4]([CH:9]=[CH:10][C:11]=1[C:12]#[N:13])[C:5]([OH:7])=[O:6] |f:1.2|. Procedure: To a solution of methyl 3-bromo-4-cyanobenzoate (200 mg, 0.83 mmol) in dichloromethane (1.5 mL) and methanol (1.5) was added 1.0 N aqueous sodium hydroxide (1.7 mL, 1.7 mmol). The mixture was stirred vigorously for 2 h at room temperature. The volatile solvents were then removed in vacuo. The aqueous residue was acidified with 1 N aqueous hydrochloric acid and was then extracted with ethyl acetate. The organic layer was dried over magnesium sulfate, filtered, and concentrated to provide 3-bromo-... Run in ClCCl (dichloromethane), CO (methanol). The product is BrC=1C=C(C(=O)O)C=CC1C#N (3-bromo-4-cyanobenzoic acid).